This data is from the Open Reaction Database (ORD), a public repository of structured organic reaction records. The task is: describe an organic reaction: reactants, conditions, products, and yield The reactants are Cl[Si](C)(C)C (Chlorotrimethylsilane), O=C1C2=C(N=C3N1C=C(C=C3)C(=O)O)CCS2 (3,10-dihydro-10-oxo-1H-pyrido[1,2-a]-thieno[3,2-d]pyrimidine-7-carboxylic acid), ClN1C(CCC1=O)=O (N-chlorosuccinimide). Run in ice water, N1=CC=CC=C1 (pyridine). Reaction conditions: time 1 hour. Product: O=C1C=2C(N=C3N1C=C(C=C3)C(=O)O)=CSC2 (10-Oxo-10H-pyrido[1,2-a]thieno[3,4-d]pyrimidine-7-carboxylic acid). RXN SMILES: Cl[Si](C)(C)C.[O:6]=[C:7]1[N:12]2[CH:13]=[C:14]([C:17]([OH:19])=[O:18])[CH:15]=[CH:16][C:11]2=[N:10][C:9]2[CH2:20][CH2:21][S:22][C:8]1=2.ClN1C(=O)CCC1=O>N1C=CC=CC=1>[O:6]=[C:7]1[N:12]2[CH:13]=[C:14]([C:17]([OH:19])=[O:18])[CH:15]=[CH:16][C:11]2=[N:10][C:9]2=[CH:8][S:22][CH:21]=[C:20]12. Procedure details: Chlorotrimethylsilane (2.35 ml, 0.018 mol) is added to a cooled (ice bath) solution of 3,10-dihydro-10-oxo-1H-pyrido[1,2-a]-thieno[3,2-d]pyrimidine-7-carboxylic acid (4.5 g, 0.018 mol) in pyridine (35 ml) under nitrogen. The mixture is stirred at ice bath temperature for 1 hour and then allowed to warm at room temperature. N-chlorosuccinimide (2.44 g, 0.018 mol) is added and the mixture is heated at 95° C. for 20 minutes. The mixture is cooled, diluted with ice water (5 ml) and stirred for 15 mi... Reactants: OC=1C=NC=CC1 (3-hydroxy pyridine), COC([C@@H]1N(C[C@@H](C1)O)C(=O)OCC1=CC=CC=C1)=O (N-Cbz-cis-4-hydroxy-D-proline methyl ester), COC([C@@H]1N(C[C@H](C1)OC1=CC2=CC=CC=C2C=C1)C(=O)OCC1=CC=CC=C1)=O (N-Cbz-trans-4-(2-naphthyloxy)-D-proline methyl ester). The product is COC([C@@H]1N(C[C@H](C1)OC=1C=NC=CC1)C(=O)OCC1=CC=CC=C1)=O (N-CBz-trans-4-(3-pyridyloxy)-D-Proline Methyl Ester). RXN SMILES: [OH:1][C:2]1[CH:3]=[N:4][CH:5]=[CH:6][CH:7]=1.[CH3:8][O:9][C:10](=[O:27])[C@H:11]1[CH2:15][C@@H:14](O)[CH2:13][N:12]1[C:17]([O:19][CH2:20][C:21]1[CH:26]=[CH:25][CH:24]=[CH:23][CH:22]=1)=[O:18].COC(=O)[C@H]1C[C@H](OC2C=CC3C(=CC=CC=3)C=2)CN1C(OCC1C=CC=CC=1)=O>>[CH3:8][O:9][C:10](=[O:27])[C@H:11]1[CH2:15][C@H:14]([O:1][C:2]2[CH:3]=[N:4][CH:5]=[CH:6][CH:7]=2)[CH2:13][N:12]1[C:17]([O:19][CH2:20][C:21]1[CH:26]=[CH:25][CH:24]=[CH:23][CH:22]=1)=[O:18]. Procedure: The title compound was prepared from 3-hydroxy pyridine and N-Cbz-cis-4-hydroxy-D-proline methyl ester by substantially following the procedure used in the preparation of N-Cbz-trans-4-(2-naphthyloxy)-D-proline methyl ester, Example 6, Steps A and B.